This data is from the Open Reaction Database (ORD), a public repository of structured organic reaction records. The task is: describe an organic reaction: reactants, conditions, products, and yield The reactants are Cl, NC(CC(=O)O)c1ccccc1, [Na+], C1COCCO1, [OH-], O, O=S(=O)(Cl)c1ccc2ccccc2c1. Yields the product O=C(O)CC(NS(=O)(=O)c1ccc2ccccc2c1)c1ccccc1. Reaction SMILES: [ClH:28].[NH2:1][CH:2]([CH2:3][C:4](=[O:5])[OH:6])[c:7]1[cH:8][cH:9][cH:10][cH:11][cH:12]1.[Na+:36].[O:29]1[CH2:30][CH2:31][O:32][CH2:33][CH2:34]1.[OH-:35].[OH2:27].[cH:13]1[c:14]([S:23](=[O:24])(=[O:25])[Cl:26])[cH:15][cH:16][c:17]2[cH:18][cH:19][cH:20][cH:21][c:22]12>>[NH:1]([CH:2]([CH2:3][C:4](=[O:5])[OH:6])[c:7]1[cH:8][cH:9][cH:10][cH:11][cH:12]1)[S:23]([c:14]1[cH:13][c:22]2[c:17]([cH:16][cH:15]1)[cH:18][cH:19][cH:20][cH:21]2)(=[O:24])=[O:25]. Reactants: CCOC(=O)CC(=O)OCC, [H-], O=C(Cl)c1ccc(I)cc1, [Na+], C1CCOC1, O. Product: CCOC(=O)C(C(=O)OCC)C(=O)c1ccc(I)cc1. RXN SMILES: [C:1]([CH2:2][C:3](=[O:4])[O:5][CH2:6][CH3:7])(=[O:8])[O:9][CH2:10][CH3:11].[H-:17].[I:19][c:20]1[cH:21][cH:22][c:23]([C:24](=[O:25])[Cl:26])[cH:27][cH:28]1.[Na+:18].[O:12]1[CH2:13][CH2:14][CH2:15][CH2:16]1.[OH2:29]>>[C:1]([CH:2]([C:3](=[O:4])[O:5][CH2:6][CH3:7])[C:24]([c:23]1[cH:22][cH:21][c:20]([I:19])[cH:28][cH:27]1)=[O:25])(=[O:8])[O:9][CH2:10][CH3:11]. Reactants: FC(OC1=CC=C(C=C1)C#CCC1(CCC1)COS(=O)(=O)C)(F)F (methanesulfonic acid 1-[3-(4-trifluoromethoxy-phenyl)-prop-2-ynyl]-cyclobutylmethyl ester), [Na+].[I-] (NaI). Run in CC(CC)=O (2-butanone). Reaction conditions: temperature 90 celsius. The product is ICC1(CCC1)CC#CC1=CC=C(C=C1)OC(F)(F)F (1-[3-(1-Iodomethyl-cyclobutyl)-prop-1-ynyl]-4-trifluoromethoxy-benzene). Isolated yield 87.3%. Reaction SMILES: [F:1][C:2]([F:24])([F:23])[O:3][C:4]1[CH:9]=[CH:8][C:7]([C:10]#[C:11][CH2:12][C:13]2([CH2:17]OS(C)(=O)=O)[CH2:16][CH2:15][CH2:14]2)=[CH:6][CH:5]=1.[Na+].[I-:26]>CC(=O)CC>[I:26][CH2:17][C:13]1([CH2:12][C:11]#[C:10][C:7]2[CH:8]=[CH:9][C:4]([O:3][C:2]([F:24])([F:23])[F:1])=[CH:5][CH:6]=2)[CH2:16][CH2:15][CH2:14]1 |f:1.2|. Reported procedure: To a solution of 0.78 g (2.15 mmol) methanesulfonic acid 1-[3-(4-trifluoromethoxy-phenyl)-prop-2-ynyl]-cyclobutylmethyl ester in 30 ml 2-butanone was added 0.65 g (4.30 mmol) NaI. The mixture was heated for 9 h at 90° C. The solvent was evaporated and the residue suspended in dichloromethane, ether was added and the suspension was filtrated. Evaporation of the organic phase gave 0.74 g of the title compound as dark brown oil.